Dataset: the Open Reaction Database (ORD), a public repository of structured organic reaction records. Task: describe an organic reaction: reactants, conditions, products, and yield The reactants are NC1=CC=C(C=C1)C1=C(NC2=CN=CC=C21)C(=O)N (3-(4-aminophenyl)-1H-pyrrolo[2,3-c]pyridine-2-carboxamide), CC=1C=C(C=C(C1)C)N=C=O (3,5-dimethylphenyl isocyanate). Procedure: 61 mg of pale yellow solid 3-{4-[3-(3,5-dimethylphenyl)ureido]phenyl}-1H-pyrrolo[2,3-c]pyridine-2-carboxamide are prepared as described in Example 1 starting with 3-(4-aminophenyl)-1H-pyrrolo[2,3-c]pyridine-2-carboxamide and 3,5-dimethylphenyl isocyanate. As a reaction SMILES: [NH2:1][C:2]1[CH:7]=[CH:6][C:5]([C:8]2[C:16]3[C:11](=[CH:12][N:13]=[CH:14][CH:15]=3)[NH:10][C:9]=2[C:17]([NH2:19])=[O:18])=[CH:4][CH:3]=1.[CH3:20][C:21]1[CH:22]=[C:23]([N:28]=[C:29]=[O:30])[CH:24]=[C:25]([CH3:27])[CH:26]=1>>[CH3:20][C:21]1[CH:22]=[C:23]([NH:28][C:29](=[O:30])[NH:1][C:2]2[CH:3]=[CH:4][C:5]([C:8]3[C:16]4[C:11](=[CH:12][N:13]=[CH:14][CH:15]=4)[NH:10][C:9]=3[C:17]([NH2:19])=[O:18])=[CH:6][CH:7]=2)[CH:24]=[C:25]([CH3:27])[CH:26]=1. Product: pale yellow solid, CC=1C=C(C=C(C1)C)NC(NC1=CC=C(C=C1)C1=C(NC2=CN=CC=C21)C(=O)N)=O (3-{4-[3-(3,5-dimethylphenyl)ureido]phenyl}-1H-pyrrolo[2,3-c]pyridine-2-carboxamide). Isolated yield 44.2%. Product: COC=1C=CC2=C(C(=C(S2)S(=O)(=O)NC2=CC(=CC=C2)C2=NN=NN2)C)C1 (5-Methoxy-3-methyl-N-[3-(1H-tetrazol-5-yl)phenyl]-1-benzothiophene-2-sulfonamide). The reactants are COC=1C=CC2=C(C(=C(S2)S(=O)(=O)Cl)C)C1 (5-methoxy-3-methylbenzothiophene-2-sulfonyl chloride), COC=1C=CC2=C(C(=C(S2)S(=O)(=O)Cl)C)C1 (5-methoxy-3-methylbenzothiophene-2-sulfonyl chloride), NC=1C=C(C=CC1)C1=NN=NN1 (5-(3-amino-phenyl)tetrazole). Procedure: The product was prepared according to General Procedure 1, described in Example 1, starting from 5-methoxy-3-methylbenzothiophene-2-sulfonyl chloride (Intermediate 8) (42 mg, 0.15 mmol) and 5-(3-amino-phenyl)tetrazole (49 mg, 0.30 mmol) giving 26.6 mg (44%) of the title compound. MS (ESI+) calcd for C17H15N5O3S2 401.061631, found 401.062391. Reaction SMILES: [CH3:1][O:2][C:3]1[CH:4]=[CH:5][C:6]2[S:10][C:9]([S:11](Cl)(=[O:13])=[O:12])=[C:8]([CH3:15])[C:7]=2[CH:16]=1.[NH2:17][C:18]1[CH:19]=[C:20]([C:24]2[NH:28][N:27]=[N:26][N:25]=2)[CH:21]=[CH:22][CH:23]=1>>[CH3:1][O:2][C:3]1[CH:4]=[CH:5][C:6]2[S:10][C:9]([S:11]([NH:17][C:18]3[CH:23]=[CH:22][CH:21]=[C:20]([C:24]4[NH:28][N:27]=[N:26][N:25]=4)[CH:19]=3)(=[O:13])=[O:12])=[C:8]([CH3:15])[C:7]=2[CH:16]=1. Yields the product C(C)(C)N1N=C(C2=CC=CC(=C12)C)C1=CC=C(C=C1)O (4-(1-isopropyl-7-methyl-1H-indazol-3-yl)phenol). Reactants: C(C)(C)N1N=C(C2=CC=CC(=C12)C)C1=CC=C(C=C1)OC (1-isopropyl-3-(4-methoxyphenyl)-7-methyl-1H-indazole), B(Br)(Br)Br (boron tribromide), C1=CCCCC1 (cyclohexene). RXN SMILES: [CH:1]([N:4]1[C:12]2[C:7](=[CH:8][CH:9]=[CH:10][C:11]=2[CH3:13])[C:6]([C:14]2[CH:19]=[CH:18][C:17]([O:20]C)=[CH:16][CH:15]=2)=[N:5]1)([CH3:3])[CH3:2].B(Br)(Br)Br.C1CCCCC=1>>[CH:1]([N:4]1[C:12]2[C:7](=[CH:8][CH:9]=[CH:10][C:11]=2[CH3:13])[C:6]([C:14]2[CH:15]=[CH:16][C:17]([OH:20])=[CH:18][CH:19]=2)=[N:5]1)([CH3:3])[CH3:2]. Procedure details: Prepared according to Method D step C from 1-isopropyl-3-(4-methoxyphenyl)-7-methyl-1H-indazole (0.057 g, 0.20 mmol), boron tribromide (0.094 mL, 1.0 mmol) and 0.3 mL of cyclohexene to give the product (0.027 g) as an off-white solid. The yield is 50.7%. RXN SMILES: [C:1](#[N:2])[C:3]1([c:14]2[cH:15][cH:16][c:17]([F:20])[cH:18][cH:19]2)[CH2:4][CH2:5][C:6](=[O:13])[CH:7]([C:9]([O:10][CH3:11])=[O:12])[CH2:8]1.[CH3:21][C:22](=[O:23])[OH:24].[OH2:30].[S:25](=[O:26])(=[O:27])([OH:28])[OH:29]>>[C:1](#[N:2])[C:3]1([c:14]2[cH:15][cH:16][c:17]([F:20])[cH:18][cH:19]2)[CH2:4][CH2:5][C:6](=[O:13])[CH2:7][CH2:8]1. Starting materials: COC(=O)C1CC(C#N)(c2ccc(F)cc2)CCC1=O, CC(=O)O, O, O=S(=O)(O)O. Product: N#CC1(c2ccc(F)cc2)CCC(=O)CC1. Reactants: CCCCCC(C=CC1C(OC2CCCCO2)CC(=O)C1CC(=O)CCC=CC(=O)OC)OC1CCCCO1, CCCCCC(C=CC1C(OC2CCCCO2)CC(O)C1CC(=O)CCC=CC(=O)OC)OC1CCCCO1. Product: CCCCCC(C=CC1C(OC2CCCCO2)CC(=O)C1CC(=O)CCCCC(=O)OC)OC1CCCCO1. Reaction SMILES: [CH3:1][O:2][C:3]([CH:4]=[CH:5][CH2:6][CH2:7][C:8]([CH2:9][CH:10]1[C:11](=[O:37])[CH2:12][CH:13]([O:30][CH:31]2[O:32][CH2:33][CH2:34][CH2:35][CH2:36]2)[CH:14]1[CH:15]=[CH:16][CH:17]([CH2:18][CH2:19][CH2:20][CH2:21][CH3:22])[O:23][CH:24]1[O:25][CH2:26][CH2:27][CH2:28][CH2:29]1)=[O:38])=[O:39].[CH3:40][O:41][C:42](=[O:43])[CH:44]=[CH:45][CH2:46][CH2:47][C:48](=[O:49])[CH2:50][CH:51]1[CH:52]([CH:53]=[CH:54][CH:55]([O:56][CH:57]2[CH2:58][CH2:59][CH2:60][CH2:61][O:62]2)[CH2:63][CH2:64][CH2:65][CH2:66][CH3:67])[CH:68]([O:69][CH:70]2[CH2:71][CH2:72][CH2:73][CH2:74][O:75]2)[CH2:76][CH:77]1[OH:78]>>[CH3:1][O:2][C:3]([CH2:4][CH2:5][CH2:6][CH2:7][C:8]([CH2:9][CH:10]1[C:11](=[O:37])[CH2:12][CH:13]([O:30][CH:31]2[O:32][CH2:33][CH2:34][CH2:35][CH2:36]2)[CH:14]1[CH:15]=[CH:16][CH:17]([CH2:18][CH2:19][CH2:20][CH2:21][CH3:22])[O:23][CH:24]1[O:25][CH2:26][CH2:27][CH2:28][CH2:29]1)=[O:38])=[O:39]. Reactants: [Cl-].[NH4+] (ammonium chloride), C(C)(C)(C)OC(=O)N1CCC(=CC1)C(=O)OC (methyl 1-(tert-butoxycarbonyl)-1,2,3,6-tetrahydro-4-pyridinecarboxylate), CO (methanol), [BH4-].[Li+] (lithium tetrahydroborate). Run in O1CCCC1 (tetrahydrofuran). Yields the product C(C)(C)(C)OC(=O)N1CCC(=CC1)CO (1-(tert-Butoxycarbonyl)-1,2,3,6-tetrahydropyridine-4-methanol). Isolated yield 68.8%. RXN SMILES: [C:1]([O:5][C:6]([N:8]1[CH2:13][CH:12]=[C:11]([C:14](OC)=[O:15])[CH2:10][CH2:9]1)=[O:7])([CH3:4])([CH3:3])[CH3:2].[BH4-].[Li+].CO.[Cl-].[NH4+]>O1CCCC1>[C:1]([O:5][C:6]([N:8]1[CH2:9][CH:10]=[C:11]([CH2:14][OH:15])[CH2:12][CH2:13]1)=[O:7])([CH3:4])([CH3:3])[CH3:2] |f:1.2,4.5|. Procedure: 17.6 g of methyl 1-(tert-butoxycarbonyl)-1,2,3,6-tetrahydro-4-pyridinecarboxylate was dissolved in 300 ml of tetrahydrofuran. After adding 4.77 g of lithium tetrahydroborate and then 20 ml of methanol, the resulting mixture was stirred at room temperature for 20 minutes. Saturated ammonium chloride was added to the reaction mixture under ice-cooling and the resulting mixture was concentrated under reduced pressure. The residue was diluted with ethyl acetate, washed successively with water and a ... Reactants: C(C)(C)(C)OC(N([C@H]1[C@@H](C1)C1=CC=C(C=C1)N1C(C2=CC=CC=C2C1=O)=O)CC1CC1)=O (tert-Butyl(cyclopropylmethyl){trans-2-[4-(1,3-dioxo-1,3-dihydro-2H-isoindol-2-yl)phenyl]cyclopropyl}carbamate), Cl.COC1CCCC1 (hydrochloric acid cyclopentyl methyl ether). Run at time 2 hour. Product: Cl.C1(CC1)CN[C@H]1[C@@H](C1)C1=CC=C(C=C1)N1C(C2=CC=CC=C2C1=O)=O (2-(4-{trans-2-[(cyclopropylmethyl)amino]cyclopropyl}phenyl)-1H-isoindole-1,3(2H)-dione hydrochloride). RXN SMILES: C(OC(=O)[N:7]([CH2:28][CH:29]1[CH2:31][CH2:30]1)[C@@H:8]1[CH2:10][C@H:9]1[C:11]1[CH:16]=[CH:15][C:14]([N:17]2[C:25](=[O:26])[C:24]3[C:19](=[CH:20][CH:21]=[CH:22][CH:23]=3)[C:18]2=[O:27])=[CH:13][CH:12]=1)(C)(C)C.[ClH:33].COC1CCCC1>>[ClH:33].[CH:29]1([CH2:28][NH:7][C@@H:8]2[CH2:10][C@H:9]2[C:11]2[CH:16]=[CH:15][C:14]([N:17]3[C:18](=[O:27])[C:19]4[C:24](=[CH:23][CH:22]=[CH:21][CH:20]=4)[C:25]3=[O:26])=[CH:13][CH:12]=2)[CH2:30][CH2:31]1 |f:1.2,3.4|. Procedure: tert-Butyl(cyclopropylmethyl){trans-2-[4-(1,3-dioxo-1,3-dihydro-2H-isoindol-2-yl)phenyl]cyclopropyl}carbamate (252.7 mg) was dissolved in 4N hydrochloric acid/cyclopentyl methyl ether solution (3 mL), and the mixture was stirred at room temperature for 2 hr. The solvent was evaporated under reduced pressure. The residue was recrystallized from methanol/diisopropyl ether to give the title compound (176.2 mg). Starting materials: C1CCOC1, COC(=O)c1cccc(-c2cnc(C(=O)CCc3ccc(-c4ccc(CN(C)C)cc4)cc3)o2)n1, ClCCl, Cl, [Li+], [OH-], O. Yields the product CN(C)Cc1ccc(-c2ccc(CCC(=O)c3ncc(-c4cccc(C(=O)O)n4)o3)cc2)cc1. RXN SMILES: [CH2:39]1[O:40][CH2:41][CH2:42][CH2:43]1.[CH3:1][N:2]([CH3:3])[CH2:4][c:5]1[cH:6][cH:7][c:8](-[c:11]2[cH:12][cH:13][c:14]([CH2:17][CH2:18][C:19](=[O:20])[c:21]3[o:22][c:23](-[c:26]4[cH:27][cH:28][cH:29][c:30]([C:32](=[O:33])[O:34][CH3:35])[n:31]4)[cH:24][n:25]3)[cH:15][cH:16]2)[cH:9][cH:10]1.[Cl:45][CH2:46][Cl:47].[ClH:38].[Li+:37].[OH-:36].[OH2:44]>>[CH3:1][N:2]([CH3:3])[CH2:4][c:5]1[cH:6][cH:7][c:8](-[c:11]2[cH:12][cH:13][c:14]([CH2:17][CH2:18][C:19](=[O:20])[c:21]3[o:22][c:23](-[c:26]4[cH:27][cH:28][cH:29][c:30]([C:32](=[O:33])[OH:34])[n:31]4)[cH:24][n:25]3)[cH:15][cH:16]2)[cH:9][cH:10]1. Starting materials: C(C)OC(C(CC1=C(C=CC(=C1)C#N)[N+](=O)[O-])=O)=O (3-(5-cyano-2-nitrophenyl)-2-oxopropionic acid ethyl ester), [H][H] (hydrogen). Reagents/catalysts: [Pd] (Pd/C). Solvent: CCO (EtOH). Yields the product C(C)OC(=O)C=1NC2=CC=C(C=C2C1)C#N (5-Cyano-1H-indole-2-carboxylic acid ethyl ester). Isolated yield 51.0%. Reaction SMILES: [CH2:1]([O:3][C:4](=[O:19])[C:5](=O)[CH2:6][C:7]1[CH:12]=[C:11]([C:13]#[N:14])[CH:10]=[CH:9][C:8]=1[N+:15]([O-])=O)[CH3:2].[H][H]>CCO.[Pd]>[CH2:1]([O:3][C:4]([C:5]1[NH:15][C:8]2[C:7]([CH:6]=1)=[CH:12][C:11]([C:13]#[N:14])=[CH:10][CH:9]=2)=[O:19])[CH3:2]. Reported procedure: Add to 1.2 g 3-(5-cyano-2-nitrophenyl)-2-oxopropionic acid ethyl ester 2 (m=0) in EtOH (40 mL), 10% Pd/C (0.40 g) and stir under a hydrogen atmosphere until the theoretical amount of hydrogen is absorbed. Filter the mixture and concentrate the filtrate to afford 1.1 g of crude product. Purify by chromatography on SiO2 eluting with CH2Cl2. Concentrate the desired fractions and vacuum dry the residue over night (40° C.) to provide the title compound (0.5 g) as white crystals, Rf=0.9 (silica gel, 1...